This data is from the Open Reaction Database (ORD), a public repository of structured organic reaction records. The task is: describe an organic reaction: reactants, conditions, products, and yield Reactants: C(C=C)O (allyl alcohol), C(C)(=O)[O-].[Na+] (sodium acetate), C=C1CC(=O)O1 (diketene). Solvent: O1CCOCC1 (dioxane). The product is C(CC(=O)C)(=O)OCC=C (2-propenyl acetoacetate). Reaction SMILES: [CH2:1](O)[CH:2]=[CH2:3].[C:5]([O-:8])(=[O:7])[CH3:6].[Na+].C=C1O[C:13](=[O:14])[CH2:12]1>O1CCOCC1>[C:5]([O:8][CH2:1][CH:2]=[CH2:3])(=[O:7])[CH2:6][C:13]([CH3:12])=[O:14] |f:1.2|. Procedure: A one liter reaction vessel equipped with a thermometer, a condenser and a dropping funnel was charged with 58 parts (1 mol) of allyl alcohol, 100 parts of dioxane and 0.41 parts of sodium acetate (catalyst) under nitrogen blanket and heated to 60° C., to which 84 parts (1mol) of diketene was added dropwise for one hour. After completion of the addition, it was allowed to react for 2 hours with heating and dioxane was removed at a reduced pressure. The reaction product was further distilled to o...